This data is from the Open Reaction Database (ORD), a public repository of structured organic reaction records. The task is: describe an organic reaction: reactants, conditions, products, and yield The reactants are CCOC(=O)c1cc2cc(OCCOC)cc(NS(=O)(=O)c3ccccn3)c2[nH]1, CO, [K+], C1CCOC1, [OH-]. Product: COCCOc1cc(NS(=O)(=O)c2ccccn2)c2[nH]c(C(=O)O)cc2c1. Reaction SMILES: [CH3:1][O:2][CH2:3][CH2:4][O:5][c:6]1[cH:7][c:8]2[cH:9][c:10]([C:25](=[O:26])[O:27][CH2:28][CH3:29])[nH:11][c:12]2[c:13]([NH:15][S:16](=[O:17])(=[O:18])[c:19]2[n:20][cH:21][cH:22][cH:23][cH:24]2)[cH:14]1.[CH3:37][OH:38].[K+:36].[O:30]1[CH2:31][CH2:32][CH2:33][CH2:34]1.[OH-:35]>>[CH3:1][O:2][CH2:3][CH2:4][O:5][c:6]1[cH:7][c:8]2[cH:9][c:10]([C:25](=[O:26])[OH:27])[nH:11][c:12]2[c:13]([NH:15][S:16](=[O:17])(=[O:18])[c:19]2[n:20][cH:21][cH:22][cH:23][cH:24]2)[cH:14]1. Reactants: NN1C(=NC2=CC=CC=C2C1=O)C1=CC=CC=C1 (3-Amino-2-phenyl-4(3H)-quinazolinone), C12(CC3CC(CC(C1)C3)C2)CC(=O)Cl (1-adamantaneacetyl chloride). Product: C12(CC3CC(CC(C1)C3)C2)CC(=O)NN2C(=NC3=CC=CC=C3C2=O)C2=CC=CC=C2 (2-(1-adamantyl)-N-(4-oxo-2-phenylquinazolin-3(4H)-yl)acetamide). Reaction SMILES: [NH2:1][N:2]1[C:11](=[O:12])[C:10]2[C:5](=[CH:6][CH:7]=[CH:8][CH:9]=2)[N:4]=[C:3]1[C:13]1[CH:18]=[CH:17][CH:16]=[CH:15][CH:14]=1.[C:19]12([CH2:29][C:30](Cl)=[O:31])[CH2:28][CH:23]3[CH2:24][CH:25]([CH2:27][CH:21]([CH2:22]3)[CH2:20]1)[CH2:26]2>>[C:19]12([CH2:29][C:30]([NH:1][N:2]3[C:11](=[O:12])[C:10]4[C:5](=[CH:6][CH:7]=[CH:8][CH:9]=4)[N:4]=[C:3]3[C:13]3[CH:18]=[CH:17][CH:16]=[CH:15][CH:14]=3)=[O:31])[CH2:26][CH:25]3[CH2:24][CH:23]([CH2:22][CH:21]([CH2:27]3)[CH2:20]1)[CH2:28]2. Procedure: 3-Amino-2-phenyl-4(3H)-quinazolinone and 1-adamantaneacetyl chloride were reacted as described in Example 5 to provide the title compound. 1H NMR (300 MHz, DMSO-d6) δ ppm 1.11-1.15 (m, 3H), 1.33-1.44 (m, 6H), 1.53-1.57 (m, 3H), 1.72-1.77 (m, 3H), 1.79-1.92 (m, 2H), 7.43-7.50 (m, 3H), 7.58-7.64 (m, 3H), 7.73-7.76 (m, 1H), 7.88-7.64 (m, 1H), 8.18-8.21 (m, 1H), 10.96 (s, 1H) ppm; MS (DCI/NH3) m/z 414 (M+H)+; Elemental Analysis: Calculated for C26H27N3O2.1.15H2O: C, 71.92; H, 6.80; N, 9.68. Found: C... Reactants: C(#N)C=1C=C(C=CC1S(=O)(=O)CC)NC(CCCC1=CC=C(C=C1)B(O)O)=O (4-(4-(3-cyano-4-(ethylsulfonyl)phenylamino)-4-oxobutyl)phenylboronic acid), BrC1=CC(=C(C=C1)CCCC(=O)NC1=CC(=CC=C1)C#N)C (4-(4-bromo-2-methylphenyl)-N-(3-cyanophenyl)butanamide), 5,5′,5′-tetramethyl-[2,2′]bi[[1,3,2]dioxaborinanyl]. The product is C(#N)C=1C=C(C=CC1)NC(CCCC1=C(C=C(C=C1)B(O)O)C)=O (4-(4-(3-cyanophenylamino)-4-oxobutyl)-3-methylphenylboronic acid). Isolated yield 56.0%. As a reaction SMILES: [C:1]([C:3]1[CH:4]=[C:5]([NH:14][C:15](=[O:28])[CH2:16][CH2:17][CH2:18][C:19]2[CH:24]=[CH:23][C:22]([B:25]([OH:27])[OH:26])=[CH:21][CH:20]=2)[CH:6]=[CH:7][C:8]=1S(CC)(=O)=O)#[N:2].Br[C:30]1C=CC(CCCC(NC2C=CC=C(C#N)C=2)=O)=C(C)C=1>>[C:1]([C:3]1[CH:4]=[C:5]([NH:14][C:15](=[O:28])[CH2:16][CH2:17][CH2:18][C:19]2[CH:20]=[CH:21][C:22]([B:25]([OH:26])[OH:27])=[CH:23][C:24]=2[CH3:30])[CH:6]=[CH:7][CH:8]=1)#[N:2]. Procedure: Using a procedure analogous to that used to prepare 6D, 55C (200 mg, 0.56 mmol) was reacted with 5,5′,5′-tetramethyl-[2,2′]bi[[1,3,2]dioxaborinanyl] to give 55D (200 mg, 56%) as a solid. MS (ESI) m/z 323.2 (M+H)+. Reactants: Oc1c(Br)cccc1C(F)(F)F, [Li]C(C)(C)C, C1CCOC1, CCCCCC, CI. Product: Cc1cccc(C(F)(F)F)c1O. RXN SMILES: [Br:6][c:7]1[c:8]([OH:17])[c:9]([C:13]([F:14])([F:15])[F:16])[cH:10][cH:11][cH:12]1.[C:1]([Li:2])([CH3:3])([CH3:4])[CH3:5].[CH2:20]1[O:21][CH2:22][CH2:23][CH2:24]1.[CH3:25][CH2:26][CH2:27][CH2:28][CH2:29][CH3:30].[I:18][CH3:19]>>[CH3:1][c:7]1[c:8]([OH:17])[c:9]([C:13]([F:14])([F:15])[F:16])[cH:10][cH:11][cH:12]1. Starting materials: C(C)(=O)C=1SC=CC1 (2-acetylthiophene), FC(C(C(C(=O)OCC)(F)F)(F)F)(F)F (ethyl heptafluorobutyrate). Yields the product FC(C(CC(=O)C=1SC=CC1)=O)(C(C(F)(F)F)(F)F)F (4,4,5,5,6,6,6-Heptafluoro-1-(2-thienyl)-1,3-hexanedione). RXN SMILES: [C:1]([C:4]1[S:5][CH:6]=[CH:7][CH:8]=1)(=[O:3])[CH3:2].[F:9][C:10]([F:23])([F:22])[C:11]([F:21])([F:20])[C:12]([F:19])([F:18])[C:13](OCC)=[O:14]>>[F:18][C:12]([F:19])([C:11]([F:20])([F:21])[C:10]([F:9])([F:22])[F:23])[C:13](=[O:14])[CH2:2][C:1]([C:4]1[S:5][CH:6]=[CH:7][CH:8]=1)=[O:3]. Procedure: The compound was synthesized according to example 1 using 2-acetylthiophene and ethyl heptafluorobutyrate as starting materials. 1H NMR (CDCl3): 6.49 (s, 1 H); 7.21 (dd, 1H, J=3.8 & 5.1); 7.77 (dd, 1H, J=1.2 & 5.1 Hz); 7.85 (dd, 1H, J=1.2 & 3.8 Hz). IR (film): 1589 (C═O); 1230 (C—F). Starting materials: CO, CN(C)C=O, CCOC(C)=O, ClCCN1CCSCC1, ClCCl, [H-], COCOc1ccc2c(N)noc2c1, [Na+]. Yields the product COCOc1ccc2c(NCCN3CCSCC3)noc2c1. RXN SMILES: [CH3:26][OH:27].[CH3:31][N:32]([CH3:33])[CH:34]=[O:35].[CH3:36][CH2:37][O:38][C:39]([CH3:40])=[O:41].[Cl:17][CH2:18][CH2:19][N:20]1[CH2:21][CH2:22][S:23][CH2:24][CH2:25]1.[Cl:28][CH2:29][Cl:30].[H-:15].[NH2:1][c:2]1[n:3][o:4][c:5]2[c:6]1[cH:7][cH:8][c:9]([O:11][CH2:12][O:13][CH3:14])[cH:10]2.[Na+:16]>>[NH:1]([c:2]1[n:3][o:4][c:5]2[c:6]1[cH:7][cH:8][c:9]([O:11][CH2:12][O:13][CH3:14])[cH:10]2)[CH2:18][CH2:19][N:20]1[CH2:21][CH2:22][S:23][CH2:24][CH2:25]1. The reactants are ClC1=CC2=C(C=N1)C=NN2C2=CC=CC(=N2)N2CCN(CC(C2)O)C(=O)OC(C)(C)C (tert-butyl 4-(6-(6-chloro-1H-pyrazolo[4,3-c]pyridin-1-yl)Pyridine-2-yl)-6-hydroxy-1,4-diazepane-1-carboxylate), CC1(OB(OC1(C)C)C=1C=NNC1)C (4-(4,4,5,5-tetramethyl-1,3,2-dioxaborolan-2-yl)-1H-pyrazole), C(=O)([O-])[O-].[Na+].[Na+] (Na2CO3). The reagents and catalysts are C1=CC=C(C=C1)P([C-]2C=CC=C2)C3=CC=CC=C3.C1=CC=C(C=C1)P([C-]2C=CC=C2)C3=CC=CC=C3.Cl[Pd]Cl.[Fe+2] (Pd(dppf)Cl2). Solvent: O1CCOCC1 (1,4-dioxane). Run at temperature 100 celsius. Yields the product N1N=CC(=C1)C1=CC2=C(C=N1)C=NN2C2=CC=CC(=N2)N2CCN(CC(C2)O)C(=O)OC(C)(C)C (tert-butyl 4-(6-(6-(1H-pyrazol-4-yl)-1H-pyrazolo[4,3-c]pyridin-1-yl)pyridin-2-yl)-6-hydroxy-1,4-diazepane-1-carboxylate). The yield is 35.0%. Reaction SMILES: Cl[C:2]1[N:7]=[CH:6][C:5]2[CH:8]=[N:9][N:10]([C:11]3[N:16]=[C:15]([N:17]4[CH2:23][CH:22]([OH:24])[CH2:21][N:20]([C:25]([O:27][C:28]([CH3:31])([CH3:30])[CH3:29])=[O:26])[CH2:19][CH2:18]4)[CH:14]=[CH:13][CH:12]=3)[C:4]=2[CH:3]=1.CC1(C)C(C)(C)OB([C:40]2[CH:41]=[N:42][NH:43][CH:44]=2)O1.C([O-])([O-])=O.[Na+].[Na+]>O1CCOCC1.C1C=CC(P(C2C=CC=CC=2)[C-]2C=CC=C2)=CC=1.C1C=CC(P(C2C=CC=CC=2)[C-]2C=CC=C2)=CC=1.Cl[Pd]Cl.[Fe+2]>[NH:42]1[CH:41]=[C:40]([C:2]2[N:7]=[CH:6][C:5]3[CH:8]=[N:9][N:10]([C:11]4[N:16]=[C:15]([N:17]5[CH2:23][CH:22]([OH:24])[CH2:21][N:20]([C:25]([O:27][C:28]([CH3:31])([CH3:30])[CH3:29])=[O:26])[CH2:19][CH2:18]5)[CH:14]=[CH:13][CH:12]=4)[C:4]=3[CH:3]=2)[CH:44]=[N:43]1 |f:2.3.4,6.7.8.9|. Procedure: A suspension of tert-butyl 4-(6-(6-chloro-1H-pyrazolo[4,3-c]pyridin-1-yl)Pyridine-2-yl)-6-hydroxy-1,4-diazepane-1-carboxylate (160 mg, 0.36 mmol), 4-(4,4,5,5-tetramethyl-1,3,2-dioxaborolan-2-yl)-1H-pyrazole (140 mg, 0.72 mmo), Pd(dppf)Cl2 (147 mg, 0.18 mmol), and aq. Na2CO3 (2.0 M, 1 mL) in 1,4-dioxane (10 mL) under nitrogen was heated at 100° C. for 16 hours. The reaction mixture was filtered and the filtrate was concentrated under reduced pressure. The residue was purified by silica gel chroma...